Task: describe an organic reaction: reactants, conditions, products, and yield. Dataset: the Open Reaction Database (ORD), a public repository of structured organic reaction records Reactants: intermediate 40.1, C(C)(C)(C)OC(=O)NC1=CC=C(C=C1)CC(=O)O (4-(t-butoxycarbonylamino)-benzeneacetic acid), C(C)(C)(C)C1=C(C(=CC(=C1)N)C(C)(C)C)O (2,6-di-t-butyl-4-aminophenol), [N+](=O)([O-])C1=CC=C(C=C1)C1=CC=C(O1)C(=O)O (5-(4-nitrophenyl)-2-furan carboxylic acid). The product is C(C)(C)(C)C=1C=C(C=C(C1O)C(C)(C)C)NC(=O)C=1OC(=CC1)C1=CC=C(C=C1)N (N-(3,5-di-t-butyl-4-hydroxyphenyl)-5-(4-aminophenyl)-2-furan carboxamide). Isolated yield 56.0%. As a reaction SMILES: [C:1]([C:5]1[CH:10]=[C:9]([NH2:11])[CH:8]=[C:7]([C:12]([CH3:15])([CH3:14])[CH3:13])[C:6]=1[OH:16])([CH3:4])([CH3:3])[CH3:2].[N+:17]([C:20]1[CH:25]=[CH:24][C:23]([C:26]2[O:30][C:29]([C:31](O)=[O:32])=[CH:28][CH:27]=2)=[CH:22][CH:21]=1)([O-])=O.C(OC(NC1C=CC(CC(O)=O)=CC=1)=O)(C)(C)C>>[C:1]([C:5]1[CH:10]=[C:9]([NH:11][C:31]([C:29]2[O:30][C:26]([C:23]3[CH:24]=[CH:25][C:20]([NH2:17])=[CH:21][CH:22]=3)=[CH:27][CH:28]=2)=[O:32])[CH:8]=[C:7]([C:12]([CH3:15])([CH3:14])[CH3:13])[C:6]=1[OH:16])([CH3:4])([CH3:3])[CH3:2]. Procedure details: The experimental protocol used is the same as that described for intermediate 40.1, 2,6-di-t-butyl-4-aminophenol and 5-(4-nitrophenyl)-2-furan carboxylic acid replacing thiazolidine and 4-(t-butoxycarbonylamino)-benzeneacetic acid respectively. The expected compound is obtained in the form of a colourless oil with a yield of 56%.